Dataset: the Open Reaction Database (ORD), a public repository of structured organic reaction records. Task: describe an organic reaction: reactants, conditions, products, and yield Starting materials: Cc1cc(OCCNc2ccncc2)cc(C(=O)O)c1, CCN(C(C)C)C(C)C, CC(C)NCCC#N, O=C(O)C(F)(F)F, CN(C)C=O. The product is Cc1cc(OCCNc2ccncc2)cc(C(=O)N(CCC#N)C(C)C)c1, O=C(O)C(F)(F)F. RXN SMILES: [CH3:8][c:9]1[cH:10][c:11]([C:12](=[O:13])[OH:14])[cH:15][c:16]([O:18][CH2:19][CH2:20][NH:21][c:22]2[cH:23][cH:24][n:25][cH:26][cH:27]2)[cH:17]1.[CH:28]([N:29]([CH2:30][CH3:31])[CH:32]([CH3:33])[CH3:34])([CH3:35])[CH3:36].[CH:37]([CH3:38])([CH3:39])[NH:40][CH2:41][CH2:42][C:43]#[N:44].[F:1][C:2]([C:3](=[O:4])[OH:5])([F:6])[F:7].[O:45]=[CH:46][N:47]([CH3:48])[CH3:49]>>[CH3:8][c:9]1[cH:10][c:11]([C:12](=[O:14])[N:40]([CH:37]([CH3:38])[CH3:39])[CH2:41][CH2:42][C:43]#[N:44])[cH:15][c:16]([O:18][CH2:19][CH2:20][NH:21][c:22]2[cH:23][cH:24][n:25][cH:26][cH:27]2)[cH:17]1.[F:1][C:2]([C:3](=[O:4])[OH:5])([F:6])[F:7]. Reactants: C1(=CC=CC=C1)C (toluene), COC=1C=C(OCC(=O)NNC(=O)[C@H]2N(CCC2)C(=O)OC(C)(C)C)C=CC1OC ((S)-t-Butyl 2-(2-(2-(3,4-dimethoxyphenoxy)acetyl)hydrazinecarbonyl)pyrrolidine-1-carboxylate), CC[N+](CC)(CC)S(=O)(=O)N=C([O-])OC (Burgess reagent), O (water). Conditions: temperature 120 celsius, time 4 hour. The product is COC=1C=C(OCC2=NN=C(O2)[C@H]2N(CCC2)C(=O)OC(C)(C)C)C=CC1OC ((S)-t-Butyl 2-(5-((3,4-dimethoxyphenoxy)methyl)-1,3,4-oxadiazol-2-yl)pyrrolidine-1-carboxylate). As a reaction SMILES: [C:1]1(C)C=CC=CC=1.CO[C:10]1[CH:11]=[C:12]([CH:33]=[CH:34][C:35]=1[O:36][CH3:37])[O:13][CH2:14][C:15]([NH:17][NH:18][C:19]([C@@H:21]1[CH2:25][CH2:24][CH2:23][N:22]1[C:26]([O:28][C:29]([CH3:32])([CH3:31])[CH3:30])=[O:27])=O)=[O:16].CC[N+](S(N=C(OC)[O-])(=O)=O)(CC)CC.[OH2:53]>>[CH3:1][O:53][C:34]1[CH:33]=[C:12]([CH:11]=[CH:10][C:35]=1[O:36][CH3:37])[O:13][CH2:14][C:15]1[O:16][C:19]([C@@H:21]2[CH2:25][CH2:24][CH2:23][N:22]2[C:26]([O:28][C:29]([CH3:30])([CH3:31])[CH3:32])=[O:27])=[N:18][N:17]=1. Procedure details: To a toluene (700 ml) solution of the compound (61.0 g) obtained in Example 8-(1), Burgess reagent (45.0 g) was added and the mixture was stirred at 120° C. for 4 hours. After adding water to the reaction mixture, the organic layer extracted with AcOEt was dried (Na2SO4), filtered and had the solvent distilled off under reduced pressure; the resulting residue was purified by silica gel chromatography (AcOEt) to give the titled compound (42.0 g). The reactants are C1(=CC=CC=C1)S(=O)(=O)N1CCC(CC1)CC1=CC=C(C=C1)N (4-(1-benzenesulfonylpiperidin-4-ylmethyl)-phenylamine), S(=O)(=O)(O)O.ClC=1NCCN1 (2-chloro-2-imidazoline sulfate). Solvent: CC(C)O (2-propanol). The product is C1(=CC=CC=C1)S(=O)(=O)N1CCC(CC1)CC1=CC=C(C=C1)NC=1NCCN1 (2-[4-(1-benzenesulfonylpiperidin-4-ylmethyl)-phenyl]amino-imidazoline). The yield is 87.7%. As a reaction SMILES: [C:1]1([S:7]([N:10]2[CH2:15][CH2:14][CH:13]([CH2:16][C:17]3[CH:22]=[CH:21][C:20]([NH2:23])=[CH:19][CH:18]=3)[CH2:12][CH2:11]2)(=[O:9])=[O:8])[CH:6]=[CH:5][CH:4]=[CH:3][CH:2]=1.S(O)(O)(=O)=O.Cl[C:30]1[NH:31][CH2:32][CH2:33][N:34]=1>CC(O)C>[C:1]1([S:7]([N:10]2[CH2:15][CH2:14][CH:13]([CH2:16][C:17]3[CH:18]=[CH:19][C:20]([NH:23][C:30]4[NH:34][CH2:33][CH2:32][N:31]=4)=[CH:21][CH:22]=3)[CH2:12][CH2:11]2)(=[O:8])=[O:9])[CH:6]=[CH:5][CH:4]=[CH:3][CH:2]=1 |f:1.2|. Procedure details: A mixture of 4-(1-benzenesulfonylpiperidin-4-ylmethyl)-phenylamine (0.28 g, 0.83 mmol) and 2-chloro-2-imidazoline sulfate (0.25 g, 1.25 mmol) in 2-propanol (20 mL) was heated under reflux for 30 minutes under nitrogen atmosphere. The reaction mixture was concentrated in vacuo. The residue was basified with 10% sodium hydroxide solution and extracted with dichloromethane. The organic layer was washed with cold water and brine, dried, and solvents removed in vacuo. The residue was chromatographed ... The reactants are C1(=CC=C(C=C1)C[C@H](C[C@H](C(=O)OCC)C)NC(=O)C1=CN=C(S1)OC)C1=CC=CC=C1 ((2R,4S)-ethyl 5-(biphenyl-4-yl)-4-(2-methoxythiazole-5-carboxamido)-2-methylpentanoate), intermediate 19, Cl (HCl). Solvent: O1CCOCC1 (dioxane), O1CCOCC1 (dioxane). Conditions: time 5 hour. Yields the product C1(=CC=C(C=C1)C[C@H](C[C@H](C(=O)OCC)C)NC(=O)C1=CNC(S1)=O)C1=CC=CC=C1 ((2R,4S)-ethyl 5-(biphenyl-4-yl)-2-methyl-4-(2-oxo-2,3-dihydrothiazole-5-carboxamido)pentanoate). As a reaction SMILES: [C:1]1([C:27]2[CH:32]=[CH:31][CH:30]=[CH:29][CH:28]=2)[CH:6]=[CH:5][C:4]([CH2:7][C@@H:8]([NH:17][C:18]([C:20]2[S:24][C:23]([O:25]C)=[N:22][CH:21]=2)=[O:19])[CH2:9][C@@H:10]([CH3:16])[C:11]([O:13][CH2:14][CH3:15])=[O:12])=[CH:3][CH:2]=1.Cl>O1CCOCC1>[C:1]1([C:27]2[CH:32]=[CH:31][CH:30]=[CH:29][CH:28]=2)[CH:6]=[CH:5][C:4]([CH2:7][C@@H:8]([NH:17][C:18]([C:20]2[S:24][C:23](=[O:25])[NH:22][CH:21]=2)=[O:19])[CH2:9][C@@H:10]([CH3:16])[C:11]([O:13][CH2:14][CH3:15])=[O:12])=[CH:3][CH:2]=1. Reported procedure: To a solution of (2R,4S)-ethyl 5-(biphenyl-4-yl)-4-(2-methoxythiazole-5-carboxamido)-2-methylpentanoate, intermediate 19, (171 mg, 0.38 mmol) in dioxane (6 mL) is added 4 M HCl in dioxane (0.25 mL, 1.00 mmol). The crude is stirred at room temperature for 5 hrs. The residue is purified by preparative HPLC using a gradient of MeCN/water (0.1% TFA). The proper fractions are lyophilized to furnish (2R,4S)-ethyl 5-(biphenyl-4-yl)-2-methyl-4-(2-oxo-2,3-dihydrothiazole-5-carboxamido)pentanoate (57 mg).... Reactants: NC=1SC2=C(N1)C(=CC(=C2)F)F (2-amino-4,6-difluoro-benzothiazole), O1C(=CC=C1)C(=O)Cl (furan-2-carboxylicacid chloride). The product is FC1=CC(=CC2=C1N=C(S2)NC(=O)C=2OC=CC2)F (Furan-2-carboxylic acid (4,6-difluoro-benzothiazol-2-yl)-amide). Reaction SMILES: [NH2:1][C:2]1[S:3][C:4]2[CH:10]=[C:9]([F:11])[CH:8]=[C:7]([F:12])[C:5]=2[N:6]=1.[O:13]1[CH:17]=[CH:16][CH:15]=[C:14]1[C:18](Cl)=[O:19]>>[F:12][C:7]1[C:5]2[N:6]=[C:2]([NH:1][C:18]([C:14]3[O:13][CH:17]=[CH:16][CH:15]=3)=[O:19])[S:3][C:4]=2[CH:10]=[C:9]([F:11])[CH:8]=1. Reported procedure: Using 2-amino-4,6-difluoro-benzothiazole and furan-2-carboxylicacid chloride the title compound was prepared as a grey solid (81% yield), MS: m/e=280 (M+).